Task: describe an organic reaction: reactants, conditions, products, and yield. Dataset: the Open Reaction Database (ORD), a public repository of structured organic reaction records The reactants are CN(C)C=O, [Cl-], O=C(Cl)C(=O)Cl, ClCCl, COC(=O)N1CC(c2nc(-c3ccc(C)c(N)c3)no2)C1, CC(=O)CCc1ccn2c(C(=O)O)cnc2c1, c1ccncc1. The product is COC(=O)N1CC(c2nc(-c3ccc(C)c(NC(=O)c4cnc5cc(CCC(C)=O)ccn45)c3)no2)C1. RXN SMILES: [CH3:55][N:56]([CH3:57])[CH:58]=[O:59].[Cl-:45].[Cl:18][C:19]([C:20]([Cl:21])=[O:22])=[O:23].[Cl:46][CH2:47][Cl:48].[NH2:24][c:25]1[cH:26][c:27](-[c:32]2[n:33][o:34][c:35]([CH:37]3[CH2:38][N:39]([C:41](=[O:42])[O:43][CH3:44])[CH2:40]3)[n:36]2)[cH:28][cH:29][c:30]1[CH3:31].[O:1]=[C:2]([CH2:3][CH2:4][c:5]1[cH:6][c:7]2[n:8]([cH:9][cH:10]1)[c:11]([C:14](=[O:15])[OH:16])[cH:12][n:13]2)[CH3:17].[cH:49]1[cH:50][cH:51][n:52][cH:53][cH:54]1>>[O:1]=[C:2]([CH2:3][CH2:4][c:5]1[cH:6][c:7]2[n:8]([cH:9][cH:10]1)[c:11]([C:14](=[O:16])[NH:24][c:25]1[cH:26][c:27](-[c:32]3[n:33][o:34][c:35]([CH:37]4[CH2:38][N:39]([C:41](=[O:42])[O:43][CH3:44])[CH2:40]4)[n:36]3)[cH:28][cH:29][c:30]1[CH3:31])[cH:12][n:13]2)[CH3:17]. The reactants are C(C)(=O)C=1C=C(C(NC1C)=O)C#N (5-acetyl-1,2-dihydro-6-methyl-2-oxo-3-pyridinecarbonitrile), COC(N(C)C)OC (dimethylformamide dimethyl acetal). Solvent: CO (methanol). Conditions: time 0.5 hour. The product is C(C)(=O)C=1C=C(C(NC1C=CN(C)C)=O)C#N (5-acetyl-1,2-dihyro-6-(2-dimethylaminoethenyl)-2-oxo-3-pyridinecarbonitrile). Reaction SMILES: [C:1]([C:4]1[CH:5]=[C:6]([C:12]#[N:13])[C:7](=[O:11])[NH:8][C:9]=1[CH3:10])(=[O:3])[CH3:2].CO[CH:16](OC)[N:17]([CH3:19])[CH3:18]>CO>[C:1]([C:4]1[CH:5]=[C:6]([C:12]#[N:13])[C:7](=[O:11])[NH:8][C:9]=1[CH:10]=[CH:16][N:17]([CH3:19])[CH3:18])(=[O:3])[CH3:2]. Procedure details: A mixture containing 35.2 g of 5-acetyl-1,2-dihydro-6-methyl-2-oxo-3-pyridinecarbonitrile, 300 ml of methanol and 30 ml of dimethylformamide dimethyl acetal was heated with stirring on a steam bath for 4 and 1/2 hours and then allowed to cool to room temperature. The precipitated yellow solid was collected, washed with methanol and dried in an oven under reduced pressure at 95° C. to yield 16.4 g of 5-acetyl-1,2-dihyro-6-(2-dimethylaminoethenyl)-2-oxo-3-pyridinecarbonitrile, m.p. 267°-270° C. Reactants: BrC1=C(C=CC(=C1)SC(C)C)C (2-bromo-4-(isopropylthio)-1-methylbenzene), C1CCOC1 (THF), OOS(=O)[O-].[K+] (oxone). Solvent: C(C)(=O)OCC (ethyl acetate), O (water). Conditions: time 16 hour. Product: BrC1=C(C=CC(=C1)S(=O)(=O)C(C)C)C (2-bromo-4-(isopropylsulfonyl)-1-methylbenzene). The yield is 92.0%. As a reaction SMILES: [Br:1][C:2]1[CH:7]=[C:6](SC(C)C)[CH:5]=[CH:4][C:3]=1[CH3:12].O[O:14][S:15]([O-:17])=O.[K+].[CH2:19]1[CH2:23]OC[CH2:20]1>O.C(OCC)(=O)C>[Br:1][C:2]1[CH:7]=[C:6]([S:15]([CH:19]([CH3:23])[CH3:20])(=[O:17])=[O:14])[CH:5]=[CH:4][C:3]=1[CH3:12] |f:1.2|. Procedure details: A cooled (0° C.) solution of 2-bromo-4-(isopropylthio)-1-methylbenzene (123 mg) in THF (10 ml) was treated with a solution of oxone (580 mg) in water (6 ml). The reaction mixture was stirred at RT for 16 hours. The reaction mixture was diluted with ethyl acetate and washed with water. The organic layer was dried over sodium sulfate and concentrated to give the title compound (120 mg, 92%).